Dataset: the Open Reaction Database (ORD), a public repository of structured organic reaction records. Task: describe an organic reaction: reactants, conditions, products, and yield The reactants are C1(=CC=CC=C1)S(=O)(=O)N1C2=C(C3=CC(=CC=C13)C#CC1=CC=CC=C1)C=C(C=N2)Cl (9-benzenesulfonyl-3-chloro-6-(2-phenylethynyl)-9H-pyrido[2,3-b]indole). Reagents/catalysts: [Pd] (palladium on carbon). Solvent: C(C)O (ethanol). Reaction conditions: time 8 hour. The product is C1(=CC=CC=C1)S(=O)(=O)N1C2=C(C3=CC(=CC=C13)CCC1=CC=CC=C1)C=C(C=N2)Cl (9-(benzenesulfonyl)-3-chloro-6-(2′-phenylethyl)-9H-pyrido[2,3-b]indole). Isolated yield 91.1%. Reaction SMILES: [C:1]1([S:7]([N:10]2[C:18]3[C:13](=[CH:14][C:15]([C:19]#[C:20][C:21]4[CH:26]=[CH:25][CH:24]=[CH:23][CH:22]=4)=[CH:16][CH:17]=3)[C:12]3[CH:27]=[C:28]([Cl:31])[CH:29]=[N:30][C:11]2=3)(=[O:9])=[O:8])[CH:6]=[CH:5][CH:4]=[CH:3][CH:2]=1>C(O)C.[Pd]>[C:1]1([S:7]([N:10]2[C:18]3[C:13](=[CH:14][C:15]([CH2:19][CH2:20][C:21]4[CH:26]=[CH:25][CH:24]=[CH:23][CH:22]=4)=[CH:16][CH:17]=3)[C:12]3[CH:27]=[C:28]([Cl:31])[CH:29]=[N:30][C:11]2=3)(=[O:8])=[O:9])[CH:2]=[CH:3][CH:4]=[CH:5][CH:6]=1. Procedure: A solution of 9-benzenesulfonyl-3-chloro-6-(2-phenylethynyl)-9H-pyrido[2,3-b]indole (200 mg, 0.45 mmol, 1 equiv.) in anhydrous ethanol (25 ml) was treated with 10% palladium on carbon (50 mg, 0.047 mmol, 0.1 equiv.) and then stirred at room temperature under an atmosphere of H2 overnight. The reaction mixture was filtered through celite and then concentrated under reduced pressure. The crude product (pale yellow solid) was purified over silica gel chromatography (eluant CH2Cl2/PE 7:3) to afford ... Yields the product Cc1nsc(N2CCC(Nc3nc4n(n3)CC(F)CC4c3ccc(F)c(F)c3)CC2)n1. As a reaction SMILES: [BH4-:33].[CH3:20][c:21]1[n:22][s:23][c:24]([N:26]2[CH2:27][CH2:28][C:29](=[O:32])[CH2:30][CH2:31]2)[n:25]1.[CH3:35][CH2:36][OH:37].[CH3:42][CH:43]([CH3:44])[O-:45].[CH3:47][CH:48]([CH3:49])[O-:50].[CH3:51][CH:52]([CH3:53])[O-:54].[CH3:55][CH:56]([CH3:57])[O-:58].[Cl:38][CH:39]([Cl:40])[CH3:41].[F:1][c:2]1[cH:3][c:4]([CH:9]2[c:10]3[n:11]([n:16][c:17]([NH2:19])[n:18]3)[CH2:12][CH:13]([F:15])[CH2:14]2)[cH:5][cH:6][c:7]1[F:8].[Na+:34].[Ti+4:46]>>[F:1][c:2]1[cH:3][c:4]([CH:9]2[c:10]3[n:11]([n:16][c:17]([NH:19][CH:29]4[CH2:28][CH2:27][N:26]([c:24]5[s:23][n:22][c:21]([CH3:20])[n:25]5)[CH2:31][CH2:30]4)[n:18]3)[CH2:12][CH:13]([F:15])[CH2:14]2)[cH:5][cH:6][c:7]1[F:8]. Reactants: [BH4-], Cc1nsc(N2CCC(=O)CC2)n1, CCO, CC(C)[O-], CC(C)[O-], CC(C)[O-], CC(C)[O-], CC(Cl)Cl, Nc1nc2n(n1)CC(F)CC2c1ccc(F)c(F)c1, [Na+], [Ti+4]. Starting materials: CCO, O=C(O)c1ccc(C2CC2)c(OCC2CC2)n1, N#CC(N)C1CC1. The product is N#CC(NC(=O)c1ccc(C2CC2)c(OCC2CC2)n1)C1CC1. RXN SMILES: [CH3:25][CH2:26][OH:27].[CH:1]1([c:4]2[cH:5][cH:6][c:7]([C:15](=[O:16])[OH:17])[n:8][c:9]2[O:10][CH2:11][CH:12]2[CH2:13][CH2:14]2)[CH2:2][CH2:3]1.[NH2:18][CH:19]([C:20]#[N:21])[CH:22]1[CH2:23][CH2:24]1>>[CH:1]1([c:4]2[cH:5][cH:6][c:7]([C:15](=[O:17])[NH:18][CH:19]([C:20]#[N:21])[CH:22]3[CH2:23][CH2:24]3)[n:8][c:9]2[O:10][CH2:11][CH:12]2[CH2:13][CH2:14]2)[CH2:2][CH2:3]1. Reactants: BrC1=C(C=CC=C1)N1C(=CC=C1)C=O (1-(2-Bromo-phenyl)-1H-pyrrole-2-carbaldehyde), O (water), C(CCC)P(CC1OCCO1)(CCCC)CCCC (tributyl-[1,3]dioxolan-2-ylmethyl-λ5-phosphane), CC(C)(C)[O-].[K+] (KOtBu). Run in CS(=O)C (DMSO). Reaction conditions: temperature 47 celsius. Product: BrC1=C(C=CC=C1)N1C(=CC=C1)C=CC1OCCO1 (1-(2-Bromo-phenyl)-2-(2-[1,3]dioxolan-2-yl-vinyl)-1H-pyrrole). RXN SMILES: [Br:1][C:2]1[CH:7]=[CH:6][CH:5]=[CH:4][C:3]=1[N:8]1[CH:12]=[CH:11][CH:10]=[C:9]1[CH:13]=O.C(P(CCCC)(CCCC)[CH2:20][CH:21]1[O:25][CH2:24][CH2:23][O:22]1)CCC.CC([O-])(C)C.[K+].O>CS(C)=O>[Br:1][C:2]1[CH:7]=[CH:6][CH:5]=[CH:4][C:3]=1[N:8]1[CH:12]=[CH:11][CH:10]=[C:9]1[CH:13]=[CH:20][CH:21]1[O:25][CH2:24][CH2:23][O:22]1 |f:2.3|. Reported procedure: 3.12 g (12.5 mmol) of 1-(2-Bromo-phenyl)-1H-pyrrole-2-carbaldehyde and 1.2 eqv. of tributyl-[1,3]dioxolan-2-ylmethyl-λ5-phosphane and 1.5 eqv. KOtBu in 20 ml DMSO was stirred for 2 hours. The reaction mixture was heated to 47° C. and stirred over night. The reaction mixture was cooled down to room temperature and poured into 200 ml of water and extracted with diethyl ether, dried over Na2SO4 and the solvent was evaporated. An oily residue was obtained which crystallised over night. The precipita... Starting materials: diazonium salt, Cl (hydrochloric acid), NC1=CC=CC=C1 (aniline), C(#N)C(C(=O)OCC)CC(=O)OCC (diethyl α-cyanosuccinate), Cl (hydrochloric acid), N(=O)[O-].[Na+] (sodium nitrite), [OH-].[Na+] (sodium hydroxide). The solvent is N1=CC=CC=C1 (pyridine), O (water), O (water). Reaction conditions: temperature 2.5 celsius, time 1 hour. Yields the product C(#N)C1=NN(C(=C1)O)C1=CC=CC=C1 (3-cyano-5-hydroxy-1-phenylpyrazole). RXN SMILES: Cl.[NH2:2][C:3]1[CH:8]=[CH:7][CH:6]=[CH:5][CH:4]=1.[N:9]([O-])=O.[Na+].[C:13]([CH:15]([CH2:21][C:22]([O:24]CC)=O)C(OCC)=O)#[N:14].[OH-].[Na+]>N1C=CC=CC=1.O>[C:13]([C:15]1[CH:21]=[C:22]([OH:24])[N:2]([C:3]2[CH:8]=[CH:7][CH:6]=[CH:5][CH:4]=2)[N:9]=1)#[N:14] |f:2.3,5.6|. Reported procedure: 120 ml of water and 15 ml of 35% hydrochloric acid were added to 5.6 g (0.06 mole) of aniline to obtain a solution. The solution was ice-cooled to 0 to 5° C. Thereto was drop-wise added, with stirring, 24 ml of water in which 4.2 g (0.06 mole) of sodium nitrite had been dissolved, after which stirring was conducted for 1 hour. Then, this aqueous diazonium salt solution was dropwise added to 120 ml of a pyridine solution containing 10.2 g (0.06 mole) of diethyl α-cyanosuccinate, with stirring und...